From a dataset of the Open Reaction Database (ORD), a public repository of structured organic reaction records. describe an organic reaction: reactants, conditions, products, and yield The reactants are CN1N=C(C(=C1)CN(C(=O)C1=CN=C(N1C1=CC=C(C=C1)F)S)C)C (N-((1,3-Dimethyl-1H-pyrazol-4-yl)methyl)-1-(4-fluorophenyl)-2-mercapto-N-methyl-1H-imidazole-5-carboxamide), FC1=CC=C(C=C1)N1C(=NC=C1C(=O)OCC)SC(C)(C)C1=C(C(=CC=C1F)F)F (ethyl 1-(4-fluorophenyl)-2-((2-(2,3,6-trifluorophenyl)propaN-2-yl)thio)-1H-imidazole-5-carboxylate), [OH-].[Li+] (lithium hydroxide), C1CCOC1 (THF). Solvent: O (water), CO (methanol). Yields the product FC1=CC=C(C=C1)N1C(=NC=C1C(=O)O)SC(C)(C)C1=C(C(=CC=C1F)F)F (1-(4-Fluorophenyl)-2-((2-(2,3,6-trifluorophenyl)propan-2-yl)thio)-1H-imidazole-5-carboxylic acid). Reaction SMILES: CN1C=C(CN(C)C(C2N(C3C=CC(F)=CC=3)C(S)=NC=2)=O)C(C)=N1.[F:26][C:27]1[CH:32]=[CH:31][C:30]([N:33]2[C:37]([C:38]([O:40]CC)=[O:39])=[CH:36][N:35]=[C:34]2[S:43][C:44]([C:47]2[C:52]([F:53])=[CH:51][CH:50]=[C:49]([F:54])[C:48]=2[F:55])([CH3:46])[CH3:45])=[CH:29][CH:28]=1.[OH-].[Li+].C1COCC1>O.CO>[F:26][C:27]1[CH:32]=[CH:31][C:30]([N:33]2[C:37]([C:38]([OH:40])=[O:39])=[CH:36][N:35]=[C:34]2[S:43][C:44]([C:47]2[C:52]([F:53])=[CH:51][CH:50]=[C:49]([F:54])[C:48]=2[F:55])([CH3:46])[CH3:45])=[CH:29][CH:28]=1 |f:2.3|. Reported procedure: 1-(4-Fluorophenyl)-2-((2-(2,3,6-trifluorophenyl)propan-2-yl)thio)-1H-imidazole-5-carboxylic acid (76) was prepared in a similar manner as that described for the synthesis of compound 7 using ethyl 1-(4-fluorophenyl)-2-((2-(2,3,6-trifluorophenyl)propaN-2-yl)thio)-1H-imidazole-5-carboxylate (75) (0.14 g, 3.5 mmol), lithium hydroxide (15 mg, 0.64 mmol), THF (5 mL), methanol (3 mL), and water (2 mL). Starting materials: OCc1ccccc1Br, O=C([O-])O, C=COCC, ClCCl, [Na+], Cc1ccc(S(=O)(=O)[O-])cc1, c1cc[nH+]cc1. Product: CCOC(C)OCc1ccccc1Br. Reaction SMILES: [Br:18][c:19]1[c:20]([CH2:21][OH:22])[cH:23][cH:24][cH:25][cH:26]1.[C:32](=[O:33])([OH:34])[O-:35].[CH:27](=[CH2:28])[O:29][CH2:30][CH3:31].[Cl:37][CH2:38][Cl:39].[Na+:36].[c:1]1([CH3:2])[cH:3][cH:4][c:5]([S:6]([O-:7])(=[O:8])=[O:9])[cH:10][cH:11]1.[nH+:12]1[cH:13][cH:14][cH:15][cH:16][cH:17]1>>[Br:18][c:19]1[c:20]([CH2:21][O:22][CH:27]([CH3:28])[O:29][CH2:30][CH3:31])[cH:23][cH:24][cH:25][cH:26]1.